This data is from the Open Reaction Database (ORD), a public repository of structured organic reaction records. The task is: describe an organic reaction: reactants, conditions, products, and yield Starting materials: N1(CCCCC1)CC1=CC(=NC=C1)OCCCCNC(CSCCO)=O (N-[4-(4-piperidinomethyl-2-pyridyloxy)butyl]-2-(2-hydroxyethylthio)acetamide), C(C)(=O)OC(C)=O (acetic anhydride). Isolated yield 84.0%. The product is N1(CCCCC1)CC1=CC(=NC=C1)OCCCCNC(CSCCOC(C)=O)=O (N-[4-(4-Piperidinomethyl-2-pyridyloxy)butyl]-2-(2-acetoxyethylthio)acetamide). Reaction SMILES: [N:1]1([CH2:7][C:8]2[CH:13]=[CH:12][N:11]=[C:10]([O:14][CH2:15][CH2:16][CH2:17][CH2:18][NH:19][C:20](=[O:26])[CH2:21][S:22][CH2:23][CH2:24][OH:25])[CH:9]=2)[CH2:6][CH2:5][CH2:4][CH2:3][CH2:2]1.[C:27](OC(=O)C)(=[O:29])[CH3:28]>>[N:1]1([CH2:7][C:8]2[CH:13]=[CH:12][N:11]=[C:10]([O:14][CH2:15][CH2:16][CH2:17][CH2:18][NH:19][C:20](=[O:26])[CH2:21][S:22][CH2:23][CH2:24][O:25][C:27](=[O:29])[CH3:28])[CH:9]=2)[CH2:6][CH2:5][CH2:4][CH2:3][CH2:2]1. Procedure details: Following a procedure similar to that described in Example 67(c), but using N-[4-(4-piperidinomethyl-2-pyridyloxy)butyl]-2-(2-hydroxyethylthio)acetamide [prepared as described in step (b) above] and acetic anhydride as starting materials, in relative proportions similar to those used in that Example, the title compound was obtained as an oil in an 84% yield. Solvent: C1(=CC=CC=C1)C (toluene). Reported procedure: Phosphorous pentachloride (9.63 g, 46.2 mmol) is added to a mixture of diethyl (4-cyano-2-fluorophenyl)methylenedicarbamate (intermediate 26, 6.50 g, 21.0 mmol) in toluene (25.0 mL), and the mixture is heated at reflux for 3 h. The toluene is evaporated, and the mixture is then purified by distillation under reduced pressure. The first fraction (ca. 35° C., ca. 0.2 mbar) is discarded. The second fraction (ca. 112° C., ca. 0.1 mbar) is collected. Yield: 1.90 g. RXN SMILES: P(Cl)(Cl)(Cl)(Cl)[Cl:2].[C:7]([C:9]1[CH:14]=[CH:13][C:12]([CH:15](NC(=O)OCC)[NH:16][C:17](=O)[O:18]CC)=[C:11]([F:28])[CH:10]=1)#[N:8]>C1(C)C=CC=CC=1>[Cl:2][CH:15]([N:16]=[C:17]=[O:18])[C:12]1[CH:13]=[CH:14][C:9]([C:7]#[N:8])=[CH:10][C:11]=1[F:28]. Reactants: P(Cl)(Cl)(Cl)(Cl)Cl (Phosphorous pentachloride), C(#N)C1=CC(=C(C=C1)C(NC(OCC)=O)NC(OCC)=O)F (diethyl (4-cyano-2-fluorophenyl)methylenedicarbamate), C(#N)C1=CC(=C(C=C1)C(NC(OCC)=O)NC(OCC)=O)F (diethyl (4-cyano-2-fluorophenyl)methylenedicarbamate). Product: ClC(C1=C(C=C(C#N)C=C1)F)N=C=O (4-(Chloro(isocyanato)methyl)-3-fluorobenzonitrile). Product: CC(=O)N1c2c(-c3ccncc3)c(-c3ccc(F)cc3)nn2CCN1CC(C)C. Starting materials: O=C([O-])O, CC(=O)Cl, CN1CCCC1=O, CCOC(C)=O, CC(C)CN1CCn2nc(-c3ccc(F)cc3)c(-c3ccncc3)c2N1, [Na+], c1ccncc1. As a reaction SMILES: [C:37](=[O:38])([OH:39])[O-:40].[CH3:33][C:34]([Cl:35])=[O:36].[CH3:42][N:43]1[CH2:44][CH2:45][CH2:46][C:47]1=[O:48].[CH3:49][CH2:50][O:51][C:52](=[O:53])[CH3:54].[F:1][c:2]1[cH:3][cH:4][c:5](-[c:8]2[n:9][n:10]3[c:11]([c:20]2-[c:21]2[cH:22][cH:23][n:24][cH:25][cH:26]2)[NH:12][N:13]([CH2:16][CH:17]([CH3:18])[CH3:19])[CH2:14][CH2:15]3)[cH:6][cH:7]1.[Na+:41].[cH:27]1[cH:28][cH:29][n:30][cH:31][cH:32]1>>[F:1][c:2]1[cH:3][cH:4][c:5](-[c:8]2[n:9][n:10]3[c:11]([c:20]2-[c:21]2[cH:22][cH:23][n:24][cH:25][cH:26]2)[N:12]([C:34]([CH3:33])=[O:36])[N:13]([CH2:16][CH:17]([CH3:18])[CH3:19])[CH2:14][CH2:15]3)[cH:6][cH:7]1. The reactants are BrC=1C=C(C2=C(OC(O2)(C2=CC=CC=C2)C2=CC=CC=C2)C1)C(=O)O (6-Bromo-2,2-diphenyl-1,3-benzodioxole-4-carboxylic acid), O([Li])C (LiOMe), N1=CC=C(C=C1)C=O (pyridine-4-carbaldehyde). The product is OC(C=1C=C(C2=C(OC(O2)(C2=CC=CC=C2)C2=CC=CC=C2)C1)C(=O)O)C1=CC=NC=C1 (6-(Hydroxy-pyridin-4-yl-methyl)-2,2-diphenyl-1,3-benzodioxole-4-carboxylic acid). RXN SMILES: Br[C:2]1[CH:3]=[C:4]([C:23]([OH:25])=[O:24])[C:5]2[O:9][C:8]([C:16]3[CH:21]=[CH:20][CH:19]=[CH:18][CH:17]=3)([C:10]3[CH:15]=[CH:14][CH:13]=[CH:12][CH:11]=3)[O:7][C:6]=2[CH:22]=1.O(C)[Li].[N:29]1[CH:34]=[CH:33][C:32]([CH:35]=[O:36])=[CH:31][CH:30]=1>>[OH:36][CH:35]([C:32]1[CH:33]=[CH:34][N:29]=[CH:30][CH:31]=1)[C:2]1[CH:3]=[C:4]([C:23]([OH:25])=[O:24])[C:5]2[O:9][C:8]([C:10]3[CH:11]=[CH:12][CH:13]=[CH:14][CH:15]=3)([C:16]3[CH:17]=[CH:18][CH:19]=[CH:20][CH:21]=3)[O:7][C:6]=2[CH:22]=1. Reported procedure: 6-Bromo-2,2-diphenyl-1,3-benzodioxole-4-carboxylic acid (1 g, 2.52 mmol, 1 eq.), LiOMe (192 mg, 5.04 mmol, 2 eq.) and pyridine-4-carbaldehyde (0.48 mL, 5.03 mmol, 2 eq.) as the electrophile were reacted according to GP4, Method A. The crude product was purified using flash chromatography (silica gel, CH2Cl2/MeOH 92:8→80:20) to give the title compound as a yellow solid. Reactants: C=CCN(C)CCCCCCOc1ccc2c(c1)CCCN2, CCN(C(C)C)C(C)C, O=C(Cl)Oc1ccc(Cl)cc1, ClCCl. The product is C=CCN(C)CCCCCCOc1ccc2c(c1)CCCN2C(=O)Oc1ccc(Cl)cc1. As a reaction SMILES: [CH2:1]([CH:2]=[CH2:3])[N:4]([CH2:5][CH2:6][CH2:7][CH2:8][CH2:9][CH2:10][O:11][c:12]1[cH:13][c:14]2[c:19]([cH:20][cH:21]1)[NH:18][CH2:17][CH2:16][CH2:15]2)[CH3:22].[CH:23]([N:24]([CH2:25][CH3:26])[CH:27]([CH3:28])[CH3:29])([CH3:30])[CH3:31].[Cl:32][C:33](=[O:34])[O:35][c:36]1[cH:37][cH:38][c:39]([Cl:42])[cH:40][cH:41]1.[Cl:43][CH2:44][Cl:45]>>[CH2:1]([CH:2]=[CH2:3])[N:4]([CH2:5][CH2:6][CH2:7][CH2:8][CH2:9][CH2:10][O:11][c:12]1[cH:13][c:14]2[c:19]([cH:20][cH:21]1)[N:18]([C:33](=[O:34])[O:35][c:36]1[cH:37][cH:38][c:39]([Cl:42])[cH:40][cH:41]1)[CH2:17][CH2:16][CH2:15]2)[CH3:22]. Starting materials: COCC=Cc1cc(CNC2CC2)cc(O[Si](C)(C)C(C)(C)C)c1, CCOC(C)=O. RXN SMILES: [C:1]([CH3:2])([CH3:3])([CH3:4])[Si:5]([O:6][c:7]1[cH:8][c:9]([CH2:10][NH:11][CH:12]2[CH2:13][CH2:14]2)[cH:15][c:16]([CH:18]=[CH:19][CH2:20][O:21][CH3:22])[cH:17]1)([CH3:23])[CH3:24].[CH3:25][CH2:26][O:27][C:28]([CH3:29])=[O:30]>>[C:1]([CH3:2])([CH3:3])([CH3:4])[Si:5]([O:6][c:7]1[cH:8][c:9]([CH2:10][NH:11][CH:12]2[CH2:13][CH2:14]2)[cH:15][c:16]([CH2:18][CH2:19][CH2:20][O:21][CH3:22])[cH:17]1)([CH3:23])[CH3:24]. Product: COCCCc1cc(CNC2CC2)cc(O[Si](C)(C)C(C)(C)C)c1. Reaction SMILES: C(OC(=O)[NH:7][C@H:8]1[CH2:13][CH2:12][C@H:11]([CH2:14][CH2:15][N:16]2[CH2:21][CH2:20][N:19]([C:22]3[N:23]=[CH:24][CH:25]=[C:26]4[CH:30]=[CH:29][S:28][C:27]=34)[CH2:18][CH2:17]2)[CH2:10][CH2:9]1)(C)(C)C.[ClH:32].CCOCC>CCOC(C)=O.CO>[ClH:32].[ClH:32].[ClH:32].[S:28]1[C:27]2=[C:22]([N:19]3[CH2:20][CH2:21][N:16]([CH2:15][CH2:14][C@H:11]4[CH2:12][CH2:13][C@H:8]([NH2:7])[CH2:9][CH2:10]4)[CH2:17][CH2:18]3)[N:23]=[CH:24][CH:25]=[C:26]2[CH:30]=[CH:29]1 |f:5.6.7.8|. The reactants are Cl (HCl), CCOCC (Et2O), C(C)(C)(C)OC(N[C@@H]1CC[C@H](CC1)CCN1CCN(CC1)C=1N=CC=C2C1SC=C2)=O (Trans-{4-[2-(4-thieno[2,3-c]pyridin-7-yl-piperazin-1-yl)-ethyl]-cyclohexyl}-carbamic acid tert-butyl ester). Product: Cl.Cl.Cl.S1C=CC=2C1=C(N=CC2)N2CCN(CC2)CC[C@@H]2CC[C@H](CC2)N (trans-4-[2-(4-thieno[2,3-c]pyridin-7-yl-piperazin-1-yl)-ethyl]-cyclohexylamine trihydrochloride). Procedure details: Trans-{4-[2-(4-thieno[2,3-c]pyridin-7-yl-piperazin-1-yl)-ethyl]-cyclohexyl}-carbamic acid tert-butyl ester (605 mg, 1.36 mmol) was dissolved in a mixture of EtOAc (10 ml) and MeOH (1 ml) and treated with 2 N HCl in Et2O (10 ml, 20 mmol). The resulting mixture was stirred 5 h at room temperature. A white precipitate was formed that was collected by filtration and washed with EtOAc. The solid was dried over night under high vacuum to yield trans-4-[2-(4-thieno[2,3-c]pyridin-7-yl-piperazin-1-yl)-et... Solvent: CCOC(=O)C (EtOAc), CO (MeOH). Run at time 5 hour. Isolated yield 59.0%. Starting materials: [N+](=O)(O)[O-].COC1=C(C=C(C=C1)[N+](=O)[O-])NC(=N)N (2-Methoxy-5-nitrophenyl-guanidine nitrate), CN(C=CC(=O)C=1C=NC=CC1)C (3-dimethylamino-1-(3-pyridyl)-2-propen-1-one). Product: COC1=C(C=C(C=C1)[N+](=O)[O-])NC1=NC=CC(=N1)C=1C=NC=CC1 (N-(2-methoxy-5-nitrophenyl)-4-(3-pyridyl)-2-pyrimidine-amine). Yield: 63.0%. RXN SMILES: [N+]([O-])(O)=O.[CH3:5][O:6][C:7]1[CH:12]=[CH:11][C:10]([N+:13]([O-:15])=[O:14])=[CH:9][C:8]=1[NH:16][C:17]([NH2:19])=[NH:18].CN(C)[CH:22]=[CH:23][C:24]([C:26]1[CH:27]=[N:28][CH:29]=[CH:30][CH:31]=1)=O>>[CH3:5][O:6][C:7]1[CH:12]=[CH:11][C:10]([N+:13]([O-:15])=[O:14])=[CH:9][C:8]=1[NH:16][C:17]1[N:19]=[C:24]([C:26]2[CH:27]=[N:28][CH:29]=[CH:30][CH:31]=2)[CH:23]=[CH:22][N:18]=1 |f:0.1|. Procedure: 2-Methoxy-5-nitrophenyl-guanidine nitrate (31 g, 0.113 mol) and 3-dimethylamino-1-(3-pyridyl)-2-propen-1-one (20 g, 0.113 mol) were reacted according to the same procedure as Step 1.3 of Preparation 1 to give N-(2-methoxy-5-nitrophenyl)-4-(3-pyridyl)-2-pyrimidine-amine (23 g). Reactants: FC(C(=C(F)F)F)(F)F (Hexafluoropropylene), C(C)NCC (diethylamine). Solvent: C(Cl)Cl (methylene chloride). Run at time 18 hour. Yields the product FC(C(C(F)(F)F)F)(F)N(CC)CC (N-(1,1,2,3,3,3-hexafluoropropyl)diethylamine). Yield: 75.7%. As a reaction SMILES: [F:1][C:2]([F:9])([F:8])[C:3]([F:7])=[C:4]([F:6])[F:5].[CH2:10]([NH:12][CH2:13][CH3:14])[CH3:11]>C(Cl)Cl>[F:5][C:4]([N:12]([CH2:13][CH3:14])[CH2:10][CH3:11])([F:6])[CH:3]([F:7])[C:2]([F:9])([F:8])[F:1]. Procedure details: Hexafluoropropylene (260 g; 1.73 mole) is bubbled into a solution of 287 ml (200 g; 2.74 mole) of diethylamine and 400 mL of methylene chloride over approximately 2 hours, keeping an internal temperature of about 10° with use of an ice bath. The reaction mixture is then stirred at room temperature for 18 hours. Low boiling compounds are removed by distillation at 70-80 mm and the product is distilled at 27°-32° C. and 8-10 mm, producing 238 ml (293 g; 1.31 mole) of N-(1,1,2,3,3,3-hexafluoropropy... The reactants are C(C)(=O)C1=C(SC(=C1)C)C (3-acetyl-2,5-dimethylthiophene), N1CCCC1 (pyrrolidine), CC1=NC(=C(C(=N1)Cl)[N+](=O)[O-])Cl (2-methyl-4,6-dichloro-5-nitropyrimidine), C(C)(C)N(C(C)C)CC (N,N-diisopropyl ethylamine), N1CCCCC1 (piperidine), Cl[Sn]Cl (SnCl2), CC=1SC(=CC1C(=C)N1CCCC1)C (2,5-dimethyl-3-(1-pyrrolidinylvinyl)thiophene). The reagents and catalysts are Cl[Ti](Cl)(Cl)Cl (TiCl4). The solvent is CN(C)C=O (DMF), CCN(CC)CC (NEt3). Product: CC=1SC(=CC1C1=NC=2C(NC(=NC2)C2CC(NCC2)C)=C1)C (2,5-dimethyl-3-[2-methyl-4-piperidylpyrrolo[4,5-d]pyrimidin-6-yl]thiophene). Isolated yield 15.0%. RXN SMILES: [CH3:1][C:2]1[S:3][C:4]([CH3:14])=[CH:5][C:6]=1[C:7]([N:9]1[CH2:13][CH2:12][CH2:11]C1)=C.C(C1C=C(C)SC=1C)(=O)C.N1CCCC1.[CH3:30][C:31]1[N:36]=C(Cl)C([N+]([O-])=O)=[C:33](Cl)[N:32]=1.C([N:45]([CH2:49][CH3:50])[CH:46]([CH3:48])[CH3:47])(C)C.N1CCCCC1.Cl[Sn]Cl>CN(C=O)C.Cl[Ti](Cl)(Cl)Cl.CCN(CC)CC>[CH3:1][C:2]1[S:3][C:4]([CH3:14])=[CH:5][C:6]=1[C:7]1[CH:11]=[C:12]2[NH:36][C:31]([CH:30]3[CH2:50][CH2:49][NH:45][CH:46]([CH3:47])[CH2:48]3)=[N:32][CH:33]=[C:13]2[N:9]=1. Procedure details: Using the method described in Example 30 by employing 2,5-dimethyl-3-(1-pyrrolidinylvinyl)thiophene (freshly prepared from 3-acetyl-2,5-dimethylthiophene (Aldrich Chemical Company), pyrrolidine and TiCl4 (1.40 g, 6.76 mmol), 2-methyl-4,6-dichloro-5-nitropyrimidine (Example 76(b)) (1.40 g, 6.76 mmol), N,N-diisopropyl ethylamine (1.2 mL, 6.76 mmol), piperidine (1.1 mL, 10.8 mmol), NEt3 (1.2 mL) and SnCl2 (20 mL of a 2 M soln in DMF). The residue was purified by flash chromatography on silica gel w...